This data is from the Open Reaction Database (ORD), a public repository of structured organic reaction records. The task is: describe an organic reaction: reactants, conditions, products, and yield The reactants are C1(=CC=CC=C1)N1N=C(C=C1C1=CC=CC=C1)CCC=O (3-(1,5-diphenyl-1H-pyrazol-3-yl)propanal), [BH-](OC(=O)C)(OC(=O)C)OC(=O)C.[Na+] (NaBH(OAc)3), FC1=C(C=CC=C1)N1CCNCC1 (1-(2-fluorophenyl)piperazine), CCN(C(C)C)C(C)C (DIPEA). Product: FC1=C(C=CC=C1)N1CCN(CC1)CCCC1=NN(C(=C1)C1=CC=CC=C1)C1=CC=CC=C1 (1-(2-fluorophenyl)-4-(3-(1,5-diphenyl-1H-pyrazol-3-yl)propyl)piperazine). Reaction SMILES: [C:1]1([N:7]2[C:11]([C:12]3[CH:17]=[CH:16][CH:15]=[CH:14][CH:13]=3)=[CH:10][C:9]([CH2:18][CH2:19][CH:20]=O)=[N:8]2)[CH:6]=[CH:5][CH:4]=[CH:3][CH:2]=1.[F:22][C:23]1[CH:28]=[CH:27][CH:26]=[CH:25][C:24]=1[N:29]1[CH2:34][CH2:33][NH:32][CH2:31][CH2:30]1.CCN(C(C)C)C(C)C.[BH-](OC(C)=O)(OC(C)=O)OC(C)=O.[Na+]>>[F:22][C:23]1[CH:28]=[CH:27][CH:26]=[CH:25][C:24]=1[N:29]1[CH2:34][CH2:33][N:32]([CH2:20][CH2:19][CH2:18][C:9]2[CH:10]=[C:11]([C:12]3[CH:17]=[CH:16][CH:15]=[CH:14][CH:13]=3)[N:7]([C:1]3[CH:6]=[CH:5][CH:4]=[CH:3][CH:2]=3)[N:8]=2)[CH2:31][CH2:30]1 |f:3.4|. Procedure details: 74 mg (83%) of target compound was obtained by using a method same as in Example 1 by using 3-(1,5-diphenyl-1H-pyrazol-3-yl)propanal (55 mg, 0.199 mmol), 1-(2-fluorophenyl)piperazine (0.026 mL, 0.166 mmol), DIPEA (35 mL, 0.199 mmol) and NaBH(OAc)3 (148 mg, 0.697 mmol). Starting materials: ClS(=O)(=O)O (chlorosulfonic acid), ClCl (chlorine), FC(C1=CC(=CC=C1)C(F)(F)F)(F)F (1,3-bis-(trifluoromethyl)-benzene), II (iodine). The product is ClC=1C=C(C=C(C1)C(F)(F)F)C(F)(F)F (5-chloro-1,3-bis-(trifluoromethyl)-benzene). Reaction SMILES: ClS(O)(=O)=O.[F:6][C:7]([F:19])([F:18])[C:8]1[CH:13]=[CH:12][CH:11]=[C:10]([C:14]([F:17])([F:16])[F:15])[CH:9]=1.II.[Cl:22]Cl>>[Cl:22][C:12]1[CH:11]=[C:10]([C:14]([F:15])([F:16])[F:17])[CH:9]=[C:8]([C:7]([F:18])([F:19])[F:6])[CH:13]=1. Procedure details: 130 parts of chlorosulfonic acid are introduced, at room temperature, into a reaction vessel, and 42.8 parts of 1,3-bis-(trifluoromethyl)-benzene and 2 parts of iodine are added. The suspension is cooled to 0° and 30 parts of chlorine are introduced in the course of 5 hours at 0° to 5°. The suspension is then poured out onto ice and the organic phase is separated from the aqueous phase. The organic phase is washed neutral with ice-cold water and is dried over calcined sodium sulfate. 38 parts of...